This data is from the Open Reaction Database (ORD), a public repository of structured organic reaction records. The task is: describe an organic reaction: reactants, conditions, products, and yield The reactants are Cc1ccccc1, Cc1cnc(N)s1, CCN(C(C)C)C(C)C, ClCCl, O=C(Cl)Cl, Cl, FC1CCNC1. Yields the product Cc1cnc(NC(=O)N2CCC(F)C2)s1. As a reaction SMILES: [CH3:12][c:13]1[cH:14][cH:15][cH:16][cH:17][cH:18]1.[CH3:1][c:2]1[cH:3][n:4][c:5]([NH2:7])[s:6]1.[CH:19]([N:20]([CH:21]([CH3:22])[CH3:23])[CH2:24][CH3:25])([CH3:26])[CH3:27].[Cl:35][CH2:36][Cl:37].[Cl:8][C:9]([Cl:10])=[O:11].[ClH:28].[F:29][CH:30]1[CH2:31][NH:32][CH2:33][CH2:34]1>>[CH3:1][c:2]1[cH:3][n:4][c:5]([NH:7][C:9](=[O:11])[N:32]2[CH2:31][CH:30]([F:29])[CH2:34][CH2:33]2)[s:6]1.